Dataset: the Open Reaction Database (ORD), a public repository of structured organic reaction records. Task: describe an organic reaction: reactants, conditions, products, and yield The reactants are CON(C([C@@H](CCCC)NC(=O)OC(C)(C)C)=O)C (N-methoxy-N-methyl 2(R)-tert-butoxycarbonylaminohexanamide), [H-].[Al+3].[Li+].[H-].[H-].[H-] (lithium aluminum hydride), S(=O)(=O)(O)[O-].[K+] (potassium hydrogen sulfate). The solvent is CCOCC (ether). Yields the product C(C)(C)(C)OC(=O)N[C@@H](C=O)CCCC (2(R)-tert-Butoxycarbonylaminohexanal). As a reaction SMILES: CON(C)[C:4](=[O:18])[C@H:5]([NH:10][C:11]([O:13][C:14]([CH3:17])([CH3:16])[CH3:15])=[O:12])[CH2:6][CH2:7][CH2:8][CH3:9].[H-].[Al+3].[Li+].[H-].[H-].[H-].S([O-])(O)(=O)=O.[K+]>CCOCC>[C:14]([O:13][C:11]([NH:10][C@H:5]([CH2:6][CH2:7][CH2:8][CH3:9])[CH:4]=[O:18])=[O:12])([CH3:17])([CH3:16])[CH3:15] |f:1.2.3.4.5.6,7.8|. Reported procedure: The title compound was prepareded according to the procedure described in Example 1, Step C, except using N-methoxy-N-methyl 2(R)-tert-butoxycarbonylaminohexanamide (4.08 g, 14.89 mmol), lithium aluminum hydride (0.621 g, 16.37 mmol), in ether (200 mL), followed by potassium hydrogen sulfate (4.05 g, 29.78 mmol) workup. The title compound was obtained as a clear oil, 3.28 g. NMR (CDCl3, 300 MHz) δ 9.6 (1H, s), 5.04 (1H, bs), 4.23 (1H, m), 1.15-2.0 (15H, m), 0.9 (3H, m). Starting materials: CC(=O)C(C)(C)C (pinacolin), C[O-].[Na+] (sodium methyate), ClC1=CC=CC=C1 (chlorobenzene), molten, COC(C(=O)OC)=O (oxalic acid dimethyl ester). Solvent: CO (methanol). Conditions: temperature 10 celsius, time 15 minute. Yields the product COC(C(=O)CC(C(C)(C)C)=O)=O (pivaloylpyruvic acid methyl ester). As a reaction SMILES: C[O-].[Na+].ClC1C=CC=CC=1.CO[C:13](=[O:18])[C:14]([O:16][CH3:17])=[O:15].[CH3:19][C:20]([C:22]([CH3:25])([CH3:24])[CH3:23])=[O:21]>CO>[CH3:17][O:16][C:14](=[O:15])[C:13]([CH2:19][C:20](=[O:21])[C:22]([CH3:25])([CH3:24])[CH3:23])=[O:18] |f:0.1|. Procedure: 198 g of methanolic sodium methyate solution (30% strength by weight) are added to 400 g of chlorobenzene. The methanol is distilled off at 65° C. in the course of 1 hour. The mixture is cooled to 10° C. and 118 g (1 mol) of molten oxalic acid dimethyl ester are introduced in the course of 1 hour. Thereafter, 100 g (1 mol) of pinacolin are allowed to run in and the mixture is subsequently stirred at room temperature for 15 minutes. It is heated, and the methanol formed in the reaction is distill... Reactants: COC1=CC=C(C=C1)C(C(C)=O)C(C)=O (3-(4-methoxyphenyl)pentane-2,4-dione), Cl.C(C1=CC=CC=C1)OC1=CC=C(C=C1)NN ((4-benzyloxyphenyl)hydrazine hydrochloride). The solvent is C(C)O (ethanol), O (water). Yields the product C(C1=CC=CC=C1)OC1=CC=C(C=C1)N1N=C(C(=C1C)C1=CC=C(C=C1)OC)C (1-(4-Benzyloxyphenyl)-4-(4-methoxyphenyl)-3,5-dimethyl-1H-pyrazole). Yield: 61.8%. Reaction SMILES: [CH3:1][O:2][C:3]1[CH:8]=[CH:7][C:6]([CH:9]([C:13](=O)[CH3:14])[C:10](=O)[CH3:11])=[CH:5][CH:4]=1.Cl.[CH2:17]([O:24][C:25]1[CH:30]=[CH:29][C:28]([NH:31][NH2:32])=[CH:27][CH:26]=1)[C:18]1[CH:23]=[CH:22][CH:21]=[CH:20][CH:19]=1>C(O)C.O>[CH2:17]([O:24][C:25]1[CH:26]=[CH:27][C:28]([N:31]2[C:13]([CH3:14])=[C:9]([C:6]3[CH:7]=[CH:8][C:3]([O:2][CH3:1])=[CH:4][CH:5]=3)[C:10]([CH3:11])=[N:32]2)=[CH:29][CH:30]=1)[C:18]1[CH:19]=[CH:20][CH:21]=[CH:22][CH:23]=1 |f:1.2|. Reported procedure: A solution of 3-(4-methoxyphenyl)pentane-2,4-dione (50 mg, 0.24 mmol, prepared according to Ghosh et al, Bioorg. Med. Chem. 2003, 11, 629) and (4-benzyloxyphenyl)hydrazine hydrochloride (61 mg, 0.24 mmol) in ethanol (3 mL) was heated at 80° C. overnight. The reaction was diluted with water and extracted with ethyl acetate. The organic layer was washed with 1 N HCl (2×) and saturated sodium bicarbonate (1×), dried (MgSO4), and concentrated to give 57 mg of the crude pyrazole. LC-MS (C25H24N2O2 ca... Reactants: O (water), [Cl-].COC[P+](C1=CC=CC=C1)(C1=CC=CC=C1)C1=CC=CC=C1 (methoxymethyl triphenylphosphonium chloride), C1CCOC1 (THF), CC(C)([O-])C.[K+] (potassium-t-butoxide), C1(CCC(CC1)=O)C1CCC(CC1)=O (bicyclohexyl-4,4′-dione), C1CCOC1 (THF). Procedure details: 882.3 g of methoxymethyl triphenylphosphonium chloride was dispersed in 2600 mL of THF, and was cooled to −10° C. While keeping the internal temperature, 313.2 g of potassium-t-butoxide was added thereto. While keeping the internal temperature, the solution was stirred for 1 hour, and then THF (800 mL) solution containing 200.0 g of bicyclohexyl-4,4′-dione was added dropwise. While keeping the internal temperature, the solution was stirred for 1 hour, and then water was added to stop the reactio... RXN SMILES: [Cl-].[CH3:2][O:3][CH2:4][P+](C1C=CC=CC=1)(C1C=CC=CC=1)C1C=CC=CC=1.CC(C)([O-])C.[K+].[CH:30]1([CH:37]2[CH2:42][CH2:41][C:40](=O)[CH2:39][CH2:38]2)[CH2:35][CH2:34][C:33](=O)[CH2:32][CH2:31]1.O.C1[CH2:49][O:48][CH2:47]C1>>[CH3:2][O:3][CH:4]=[C:33]1[CH2:34][CH2:35][CH:30]([CH:37]2[CH2:42][CH2:41][C:40](=[CH:47][O:48][CH3:49])[CH2:39][CH2:38]2)[CH2:31][CH2:32]1 |f:0.1,2.3|. Run at temperature -10 celsius, time 1 hour. The product is COC=C1CCC(CC1)C1CCC(CC1)=COC (4,4′-bismethoxymethylidene Bicyclohexyl).